From a dataset of the Open Reaction Database (ORD), a public repository of structured organic reaction records. describe an organic reaction: reactants, conditions, products, and yield Reactants: C(C)OC(C(CC(=O)C1=C(C=CC=C1)OCC1=CC=CC=C1)=O)=O (4-(2-benzyloxy-phenyl)-2,4-dioxo-butyric acid ethyl ester), Cl.NO (hydroxylamine hydrochloride). The solvent is C(C)(=O)O (acetic acid). The product is C(C)OC(=O)C1=NOC(=C1)C1=C(C=CC=C1)OCC1=CC=CC=C1 (5-(2-benzyloxy-phenyl)-isoxazole-3-carboxylic acid ethyl ester). The yield is 92.1%. RXN SMILES: [CH2:1]([O:3][C:4](=[O:24])[C:5](=O)[CH2:6][C:7]([C:9]1[CH:14]=[CH:13][CH:12]=[CH:11][C:10]=1[O:15][CH2:16][C:17]1[CH:22]=[CH:21][CH:20]=[CH:19][CH:18]=1)=[O:8])[CH3:2].Cl.[NH2:26]O>C(O)(=O)C>[CH2:1]([O:3][C:4]([C:5]1[CH:6]=[C:7]([C:9]2[CH:14]=[CH:13][CH:12]=[CH:11][C:10]=2[O:15][CH2:16][C:17]2[CH:22]=[CH:21][CH:20]=[CH:19][CH:18]=2)[O:8][N:26]=1)=[O:24])[CH3:2] |f:1.2|. Procedure details: To a stirred solution of 4-(2-benzyloxy-phenyl)-2,4-dioxo-butyric acid ethyl ester (3.75 g, 0.01149 mole) in acetic acid (20 mL) was added hydroxylamine hydrochloride (0.878 g, 0.0126 mole) and the resulting mixture was heated to reflux for 3 hours. Volatiles were removed and the resulting residue was diluted with water, basified with sodium bicarbonate solution and extracted with ethyl acetate, washed the ethyl acetate with brine solution, dried over sodium sulfate and concentrated under reduce...